Dataset: the Open Reaction Database (ORD), a public repository of structured organic reaction records. Task: describe an organic reaction: reactants, conditions, products, and yield The reactants are O.ON1N=NC2=C1C=CC=C2 (1-hydroxybenzotriazole hydrate), COC=1C=C(CN)C=CC1 (3-methoxybenzylamine), 1-(3-dimethylaminopropyl)-3-ethylcarboiimide hydrochloride, N1=C(C=CC2=CN=CC=C12)C(=O)O (2-[1,6]naphthyridinecarboxylic acid). The solvent is CN(C)C=O (DMF). Conditions: time 8 hour. Product: COC=1C=C(CNC(=O)C2=NC3=CC=NC=C3C=C2)C=CC1 (N-(3-methoxybenzyl)-2-[1,6]naphthyridine-carboxamide). Isolated yield 94.0%. RXN SMILES: [N:1]1[C:10]2[C:5](=[CH:6][N:7]=[CH:8][CH:9]=2)[CH:4]=[CH:3][C:2]=1[C:11]([OH:13])=O.O.ON1C2C=CC=CC=2N=N1.[CH3:25][O:26][C:27]1[CH:28]=[C:29]([CH:32]=[CH:33][CH:34]=1)[CH2:30][NH2:31]>CN(C=O)C>[CH3:25][O:26][C:27]1[CH:28]=[C:29]([CH:32]=[CH:33][CH:34]=1)[CH2:30][NH:31][C:11]([C:2]1[CH:3]=[CH:4][C:5]2[C:10](=[CH:9][CH:8]=[N:7][CH:6]=2)[N:1]=1)=[O:13] |f:1.2|. Reported procedure: To a stirring mixture of 2-[1,6]naphthyridinecarboxylic acid (50 mg, 0.287 mmol) in anhydrous DMF (1.0 mL) at room temperature was added sequentially 1-hydroxybenzotriazole hydrate (42.7 mg, 0.316 mmol), 3-methoxybenzylamine (56.6 μL, 0.431 mmol) and 1-(3-dimethylaminopropyl)-3-ethylcarboiimide hydrochloride (61.8 mg, 0.316 mmol). The resulting mixture was allowed to stir at room temperature overnight and it was found to be clear. The solvent was removed under vacuum. Flash column chromatography... Yields the product FC=1C=CC(=C(C(=O)N2CCN(CC2)C(CNC(=O)C2=NOC(=C2)C2=C(C=CC=C2)F)=O)C1)C(F)(F)F (5-(2-fluoro-phenyl)-isoxazole-3-carboxylic acid {2-[4-(5-fluoro-2-trifluoromethyl-benzoyl)-piperazin-1-yl]-2-oxo-ethyl}-amide). Solvent: O (water), CN(C)C=O (DMF). Yield: 32.7%. Conditions: time 2 minute. Starting materials: Cl.NCC(=O)N1CCN(CC1)C(C1=C(C=CC(=C1)F)C(F)(F)F)=O (2-amino-1-[4-(5-fluoro-2-trifluoromethyl-benzoyl)-piperazin-1-yl]-ethanone hydrochloride salt), CCN(C(C)C)C(C)C (DIPEA), FC1=C(C=CC=C1)C1=CC(=NO1)C(=O)O (5-(2-fluoro-phenyl)-isoxazole-3-carboxylic acid), C=1C=CC2=C(C1)N=NN2O (HOBT), CCN=C=NCCCN(C)C (EDCI). Procedure: DIPEA (219 mg, 0.29 mL, 1.68 mmol) was added to a stirred solution of 5-(2-fluoro-phenyl)-isoxazole-3-carboxylic acid (100 mg, 0.48 mmol) in DMF (2 mL). HOBT (68.5 mg, 0.5 mmol) and EDCI (97.2 mg, 0.5 mmol) were then added at room temperature. After 2 minutes, 2-amino-1-[4-(5-fluoro-2-trifluoromethyl-benzoyl)-piperazin-1-yl]-ethanone hydrochloride salt (100 mg, 0.48 mmol) was added and the resulting mixture was stirred at room temperature overnight. Cold water was then added and filtered the sol... RXN SMILES: CCN(C(C)C)C(C)C.[F:10][C:11]1[CH:16]=[CH:15][CH:14]=[CH:13][C:12]=1[C:17]1[O:21][N:20]=[C:19]([C:22]([OH:24])=O)[CH:18]=1.C1C=CC2N(O)N=NC=2C=1.CCN=C=NCCCN(C)C.Cl.[NH2:47][CH2:48][C:49]([N:51]1[CH2:56][CH2:55][N:54]([C:57](=[O:69])[C:58]2[CH:63]=[C:62]([F:64])[CH:61]=[CH:60][C:59]=2[C:65]([F:68])([F:67])[F:66])[CH2:53][CH2:52]1)=[O:50]>CN(C=O)C.O>[F:64][C:62]1[CH:61]=[CH:60][C:59]([C:65]([F:67])([F:66])[F:68])=[C:58]([CH:63]=1)[C:57]([N:54]1[CH2:55][CH2:56][N:51]([C:49](=[O:50])[CH2:48][NH:47][C:22]([C:19]2[CH:18]=[C:17]([C:12]3[CH:13]=[CH:14][CH:15]=[CH:16][C:11]=3[F:10])[O:21][N:20]=2)=[O:24])[CH2:52][CH2:53]1)=[O:69] |f:4.5|. The reactants are O1C(CCCCCCCCCCCCCCC1)=O (Oxacycloheptadecan-2-one), CN(O)C (dimethylhydroxylamine), C[Al](C)C (trimethylaluminium), compound ( I ). The product is CON(C(CCCCCCCCCCCCCCCO)=O)C (N-methoxy-N-methyl-16-hydroxyhexadecanamide). RXN SMILES: [O:1]1[CH2:17][CH2:16][CH2:15][CH2:14][CH2:13][CH2:12][CH2:11][CH2:10][CH2:9][CH2:8][CH2:7][CH2:6][CH2:5][CH2:4][CH2:3][C:2]1=[O:18].[CH3:19][N:20](C)[OH:21].[CH3:23][Al](C)C>>[CH3:23][O:21][N:20]([CH3:19])[C:2](=[O:18])[CH2:3][CH2:4][CH2:5][CH2:6][CH2:7][CH2:8][CH2:9][CH2:10][CH2:11][CH2:12][CH2:13][CH2:14][CH2:15][CH2:16][CH2:17][OH:1]. Procedure: More specifically, compound (I) where R1, R3, R4, R5 are methyl groups, R2 is a hydroxyl group, m=1 and n=13 can be prepared in the following manner: Oxacycloheptadecan-2-one reacts with dimethylhydroxylamine in the presence of trimethylaluminium at 0° C. and at atmospheric pressure to yield N-methoxy-N-methyl-16-hydroxyhexadecanamide. The hydroxy function of this compound is then protected in the presence of sodium hydride and benzyl bromide at −78° C. and atmospheric pressure. The resulting N-...